Dataset: the Open Reaction Database (ORD), a public repository of structured organic reaction records. Task: describe an organic reaction: reactants, conditions, products, and yield Starting materials: C1(C=2C(C(=O)O1)=CC=CC2)=O (phthalic anhydride), CC(CO)(CO)N (AMPD). Yields the product C1(C=2C(C(=O)O1)=CC=CC2)=O.CC(CO)(CO)N (PA AMPD). RXN SMILES: [C:1]1(=[O:11])[O:6][C:4](=[O:5])[C:3]2=[CH:7][CH:8]=[CH:9][CH:10]=[C:2]12.[CH3:12][C:13]([NH2:18])([CH2:16][OH:17])[CH2:14][OH:15]>>[C:1]1(=[O:11])[O:6][C:4](=[O:5])[C:3]2=[CH:7][CH:8]=[CH:9][CH:10]=[C:2]12.[CH3:12][C:13]([NH2:18])([CH2:16][OH:17])[CH2:14][OH:15] |f:2.3|. Procedure details: Reaction of phthalic anhydride (PA) with AMPD gives an PA/AMPD adduct. PA is sold in commerce by Stepan. 75.9 mmol of PA was combined with 75.9 mmol of AMPD in 26.19 g of methanol and heated at reflux for 2 hours. The methanol was stripped off with a rotary evaporator to produce a clear solid. The reactants are P(=O)(OC(C)(C)C)(OC(C)(C)C)OCOC1=CC(=C(C=C1)CN(C(=O)C1=CC(=NN1)Cl)CC1CCC1)F (di-tert-butyl ((4-((3-chloro-N-(cyclobutylmethyl)-1H-pyrazole-5-carboxamido)methyl)-3-fluorophenoxy)methyl) phosphate), C(=O)(C(F)(F)F)O (TFA), [SiH](CC)(CC)CC (Et3SiH). Run in C(C)#N (ACN). Reaction conditions: time 24 hour. The product is P(=O)(OCOC1=CC(=C(C=C1)CN(C(=O)C1=CC(=NN1)Cl)CC1CCC1)F)(O)O ((4-((3-chloro-N-(cyclobutylmethyl)-1H-pyrazole-5-carboxamido)methyl)-3-fluorophenoxy)methyl dihydrogen phosphate). Isolated yield 40.7%. As a reaction SMILES: [P:1]([O:13][CH2:14][O:15][C:16]1[CH:21]=[CH:20][C:19]([CH2:22][N:23]([CH2:32][CH:33]2[CH2:36][CH2:35][CH2:34]2)[C:24]([C:26]2[NH:30][N:29]=[C:28]([Cl:31])[CH:27]=2)=[O:25])=[C:18]([F:37])[CH:17]=1)([O:8]C(C)(C)C)([O:3]C(C)(C)C)=[O:2].C(O)(C(F)(F)F)=O.[SiH](CC)(CC)CC>C(#N)C>[P:1]([OH:8])([OH:3])([O:13][CH2:14][O:15][C:16]1[CH:21]=[CH:20][C:19]([CH2:22][N:23]([CH2:32][CH:33]2[CH2:34][CH2:35][CH2:36]2)[C:24]([C:26]2[NH:30][N:29]=[C:28]([Cl:31])[CH:27]=2)=[O:25])=[C:18]([F:37])[CH:17]=1)=[O:2]. Procedure: To a solution of di-tert-butyl ((4-((3-chloro-N-(cyclobutylmethyl)-1H-pyrazole-5-carboxamido)methyl)-3-fluorophenoxy)methyl) phosphate (0.030 g, 0.054 mmol) in 1 mL ACN was added TFA 0.5 mL and Et3SiH 0.5 mL. After 24 h, the reaction mixture was concentrated. The solvent was removed by evaporation under reduced pressure. Preparative HPLC purification (Water/ACN, 10-100%, 15 min; 100%, 5 min.) provide pure product (4-((3-chloro-N-(cyclobutylmethyl)-1H-pyrazole-5-carboxamido)methyl)-3-fluorophenox... Reactants: [Al+3], CC(C)(C)C1COCC(=O)N1, C1CCOC1, [H-], [H-], [H-], [H-], [Li+]. Product: CC(C)(C)C1COCCN1. As a reaction SMILES: [Al+3:2].[C:7]([CH3:8])([CH3:9])([CH3:10])[CH:11]1[NH:12][C:13](=[O:17])[CH2:14][O:15][CH2:16]1.[CH2:18]1[O:19][CH2:20][CH2:21][CH2:22]1.[H-:1].[H-:4].[H-:5].[H-:6].[Li+:3]>>[C:7]([CH3:8])([CH3:9])([CH3:10])[CH:11]1[NH:12][CH2:13][CH2:14][O:15][CH2:16]1. Starting materials: O (Water), ClC1=NC=CC(=N1)NCC(C)(C)C ((2-chloro-pyrimidin-4-yl)-(2,2-dimethyl-propyl)-amine), BrCC1=CC=C(C=C1)CBr (1,4-bis-bromomethyl-benzene), [H-].[Na+] (NaH). The solvent is CN(C)C=O (DMF). Conditions: time 8 hour. The product is BrCC1=CC=C(CN(CC(C)(C)C)C2=NC(=NC=C2)Cl)C=C1 ((4-bromomethyl-benzyl)-(2-chloro-pyrimidin-4-yl)-(2,2-dimethyl-propyl)-amine). The yield is 23.5%. As a reaction SMILES: [Cl:1][C:2]1[N:7]=[C:6]([NH:8][CH2:9][C:10]([CH3:13])([CH3:12])[CH3:11])[CH:5]=[CH:4][N:3]=1.[Br:14][CH2:15][C:16]1[CH:21]=[CH:20][C:19]([CH2:22]Br)=[CH:18][CH:17]=1.[H-].[Na+].O>CN(C=O)C>[Br:14][CH2:15][C:16]1[CH:21]=[CH:20][C:19]([CH2:22][N:8]([C:6]2[CH:5]=[CH:4][N:3]=[C:2]([Cl:1])[N:7]=2)[CH2:9][C:10]([CH3:13])([CH3:12])[CH3:11])=[CH:18][CH:17]=1 |f:2.3|. Reported procedure: (2-chloro-pyrimidin-4-yl)-(2,2-dimethyl-propyl)-amine (2.0 g, 10.0 mmoles) and 1,4-bis-bromomethyl-benzene (4.0 g, 15.0 mmoles) are dissolved in 50 ml of DMF and NaH (0.8 g, 21.0 mmoles, 60% oil suspension) is added at 0° C. The mixture is stirred at rt for overnight. Water is added and the organic layer is extracted with AcOEt, washed with brine, dried over magnesium sulfate and concentrated. The crude product is purified by silica gel column chromatography to give 0.9 g of desired (4-bromometh... The reactants are CN(CCC(=O)O)C (3-dimethylaminopropionic acid), C(C(C)C)OC1N(C2=CC=CC=C2C=C1)C(=O)OCC(C)C (isobutyl 2-isobutoxyquinoline-1(2H)-carboxylate), C12CN(CC(CC1)O2)C2=C(C(=NC(=N2)Cl)NC(C)C)N.CN(CCC(=O)[O-])C (6-(8-Oxa-3-azabicyclo[3.2.1]octan-3-yl)-2-chloro-N4-isopropylpyrimidine-4,5-diamine 3-(dimethylamino)propanoate). Solvent: CN(C=O)C (dimethylformamide). Reaction conditions: time 18 hour. The product is C12CN(CC(CC1)O2)C2=NC(=NC(=C2NC(CCN(C)C)=O)NC(C)C)Cl (N-(4-(8-Oxa-3-azabicyclo[3.2.1]octan-3-yl)-2-chloro-6-(isopropylamino)pyrimidin-5-yl)-3-(dimethylamino)propanamide). RXN SMILES: [CH:1]12[O:8][CH:5]([CH2:6][CH2:7]1)[CH2:4][N:3]([C:9]1[N:14]=[C:13]([Cl:15])[N:12]=[C:11]([NH:16][CH:17]([CH3:19])[CH3:18])[C:10]=1[NH2:20])[CH2:2]2.[CH3:21][N:22]([CH3:28])[CH2:23][CH2:24][C:25]([O-])=[O:26].CN(C)CCC(O)=O.C(OC1C=CC2C(=CC=CC=2)N1C(OCC(C)C)=O)C(C)C>CN(C)C=O>[CH:1]12[O:8][CH:5]([CH2:6][CH2:7]1)[CH2:4][N:3]([C:9]1[C:10]([NH:20][C:25](=[O:26])[CH2:24][CH2:23][N:22]([CH3:28])[CH3:21])=[C:11]([NH:16][CH:17]([CH3:18])[CH3:19])[N:12]=[C:13]([Cl:15])[N:14]=1)[CH2:2]2 |f:0.1|. Reported procedure: 6-(8-Oxa-3-azabicyclo[3.2.1]octan-3-yl)-2-chloro-N4-isopropylpyrimidine-4,5-diamine 3-(dimethylamino)propanoate (48, 0.500 g, 1.68 mmoles) was dissolved in dimethylformamide and 3-dimethylaminopropionic acid (0.310 g, 2.02 mmoles) and isobutyl 2-isobutoxyquinoline-1(2H)-carboxylate (IIDQ, 0.699 mL, 2.35 mmoles) were added. The reaction mixture was allowed to stir at room temperature for 18 hours, concentrated, and purified by silica gel column chromatography (5-10% ethanol in dichloromethane) to... The reactants are NC=1C=C(C(=O)O)C=CC1C (3-amino-4-methylbenzoic acid), C(=O)O (formic acid), ice water. Conditions: time 15 minute. The product is C(=O)NC=1C=C(C(=O)O)C=CC1C (3-(Formylamino)-4-methylbenzoic Acid). RXN SMILES: [NH2:1][C:2]1[CH:3]=[C:4]([CH:8]=[CH:9][C:10]=1[CH3:11])[C:5]([OH:7])=[O:6].[CH:12](O)=[O:13]>>[CH:12]([NH:1][C:2]1[CH:3]=[C:4]([CH:8]=[CH:9][C:10]=1[CH3:11])[C:5]([OH:7])=[O:6])=[O:13]. Procedure: A mixture of 3-amino-4-methylbenzoic acid (13) (22.139 g, 146.5 mmol) and 90% aqueous formic acid (200 mL) is heated at reflux for about 2 hours. The mixture is cooled to ambient temperature, added to ice water (400 mL) and stirred for about 15 minutes. The solids obtained are filtered and dried to obtain 3-(formylamino)-4-methylbenzoic acid (17), as a light flaky purple-pink solid (23.213 g, 88% yield). Starting materials: C(C1=CC=CC=C1)NC(=O)C1=C(N=CS1)C (N-benzyl-4-methylthiazole-5-carboxamide), C[Si](C)(C)[N-][Si](C)(C)C.[Li+] (lithium bis(trimethylsilyl)amide), CN(C=O)C (N,N-dimethylformamide). Solvent: O1CCCC1 (tetrahydrofuran). Run at time 5 minute. The product is C(C1=CC=CC=C1)NC(=O)C1=C(N=C(S1)C=O)C (N-benzyl-2-formyl-4-methylthiazole-5-carboxamide). Isolated yield 98.0%. Reaction SMILES: [CH2:1]([NH:8][C:9]([C:11]1[S:15][CH:14]=[N:13][C:12]=1[CH3:16])=[O:10])[C:2]1[CH:7]=[CH:6][CH:5]=[CH:4][CH:3]=1.C[Si]([N-][Si](C)(C)C)(C)C.[Li+].CN(C)[CH:29]=[O:30]>O1CCCC1>[CH2:1]([NH:8][C:9]([C:11]1[S:15][C:14]([CH:29]=[O:30])=[N:13][C:12]=1[CH3:16])=[O:10])[C:2]1[CH:3]=[CH:4][CH:5]=[CH:6][CH:7]=1 |f:1.2|. Procedure: To a solution of N-benzyl-4-methylthiazole-5-carboxamide (1.00 g, 4.31 mmol) in tetrahydrofuran (20 mL) was added lithium bis(trimethylsilyl)amide (9.5 mL of 1.0 M solution in tetrahydrofuran, 9.5 mmol) at −78° C. The reaction mixture was stirred for 5 minutes, and N,N-dimethylformamide (0.35 mL, 4.54 mmol) was added. The reaction mixture was slowly warmed to ambient temperature over 4 hours, quenched with 5% hydrochloric acid (10 mL), extracted with ethyl acetate. The organic layer was washed w... Starting materials: CC=1N=C(SC1)C1CN(CC1)C(=O)OC(C)(C)C (tert-butyl 3-(4-methylthiazol-2-yl)pyrrolidine-1-carboxylate). The solvent is C(=O)(C(F)(F)F)O.C(Cl)Cl (TFA CH2Cl2). The product is CC=1N=C(SC1)C1CNCC1 (4-methyl-2-(pyrrolidin-3-yl)thiazole). The yield is 96.1%. As a reaction SMILES: [CH3:1][C:2]1[N:3]=[C:4]([CH:7]2[CH2:11][CH2:10][N:9](C(OC(C)(C)C)=O)[CH2:8]2)[S:5][CH:6]=1>C(O)(C(F)(F)F)=O.C(Cl)Cl>[CH3:1][C:2]1[N:3]=[C:4]([CH:7]2[CH2:11][CH2:10][NH:9][CH2:8]2)[S:5][CH:6]=1 |f:1.2|. Reported procedure: To a solution of tert-butyl 3-(4-methylthiazol-2-yl)pyrrolidine-1-carboxylate (90 mg, 0.34 mmol) in TFA/CH2Cl2 (20%, 2 mL) was stirred at rt for 1 h and concentrated to give 4-methyl-2-(pyrrolidin-3-yl)thiazole (55 mg, 98%) as a yellow oil. The solvent is C(C)O (ethanol). Isolated yield 95.2%. Yields the product C(C1=CC=CC=C1)N(CCO)CC(CF)O (N-benzyl-N-(3-fluoro-2-hydroxypropyl)ethanolamine). Procedure details: A solution of 22.20 g (0.3 mole) of epifluorohydrin and 67.95 g (0.45 mole) of N-benzylethanolamine dissolved in 200 ml of ethanol was heated under reflux for 5 hours. At the end of this time, the reaction mixture was concentrated by evaporation under reduced pressure, and the residue was purified by column chromatography through silica gel using ethyl acetate as the eluent, to give 64.93 g of N-benzyl-N-(3-fluoro-2-hydroxypropyl)ethanolamine as a colorless oil. Reactants: C(F)C1CO1 (epifluorohydrin), C(C1=CC=CC=C1)NCCO (N-benzylethanolamine). Reaction SMILES: [CH2:1]([CH:3]1[O:5][CH2:4]1)[F:2].[CH2:6]([NH:13][CH2:14][CH2:15][OH:16])[C:7]1[CH:12]=[CH:11][CH:10]=[CH:9][CH:8]=1>C(O)C>[CH2:6]([N:13]([CH2:4][CH:3]([OH:5])[CH2:1][F:2])[CH2:14][CH2:15][OH:16])[C:7]1[CH:12]=[CH:11][CH:10]=[CH:9][CH:8]=1. Starting materials: N(=NC(=O)OC(C)(C)C)C(=O)OC(C)(C)C (di-tert-butyl azodicarboxylate), COC(C[C@@H]1COC2=C1C=CC(=C2)O)=O ((S)-(6-hydroxy-2,3-dihydro-benzofuran-3-yl)-acetic acid methyl ester), BrC1=C2CC[C@@H](C2=CC=C1C#N)O ((S)-4-bromo-1-hydroxy-indan-5-carbonitrile), C(CCC)P(CCCC)CCCC (tri-n-butyl-phosphine). Solvent: O1CCCC1 (tetrahydrofuran), O1CCCC1 (tetrahydrofuran), C(C)(=O)OCC (ethyl acetate). Reaction conditions: time 30 minute. Yields the product COC(C[C@@H]1COC2=C1C=CC(=C2)O[C@@H]2CCC1=C(C(=CC=C21)C#N)Br)=O ({(S)-6-[(R)-4-bromo-5-cyano-indan-1-yloxy]-2,3-dihydro-benzofuran-3-yl}-acetic acid methyl ester). As a reaction SMILES: N(C(OC(C)(C)C)=O)=NC(OC(C)(C)C)=O.[CH3:17][O:18][C:19](=[O:31])[CH2:20][C@H:21]1[C:25]2[CH:26]=[CH:27][C:28]([OH:30])=[CH:29][C:24]=2[O:23][CH2:22]1.[Br:32][C:33]1[C:41]([C:42]#[N:43])=[CH:40][CH:39]=[C:38]2[C:34]=1[CH2:35][CH2:36][C@@H:37]2O.C(P(CCCC)CCCC)CCC>O1CCCC1.C(OCC)(=O)C>[CH3:17][O:18][C:19](=[O:31])[CH2:20][C@H:21]1[C:25]2[CH:26]=[CH:27][C:28]([O:30][C@H:37]3[C:38]4[C:34](=[C:33]([Br:32])[C:41]([C:42]#[N:43])=[CH:40][CH:39]=4)[CH2:35][CH2:36]3)=[CH:29][C:24]=2[O:23][CH2:22]1. Procedure details: A solution of di-tert-butyl azodicarboxylate (3.30 g) in tetrahydrofuran (5 mL) is added dropwise over 45 min to a solution of (S)-(6-hydroxy-2,3-dihydro-benzofuran-3-yl)-acetic acid methyl ester (for preparation see WO 2008001931; 2.10 g), (S)-4-bromo-1-hydroxy-indan-5-carbonitrile (2.40 g) and tri-n-butyl-phosphine (3.8 mL) in tetrahydrofuran (25 mL) at −10° C. The resulting solution is stirred for 30 min and then diluted with ethyl acetate. The resulting solution is washed with water and brin...